From a dataset of the Open Reaction Database (ORD), a public repository of structured organic reaction records. describe an organic reaction: reactants, conditions, products, and yield Reactants: C1(CC1)NC(C1=CC(=C(C=C1)C)NC(CS)=O)=O (N-cyclopropyl-3-(2-mercaptoacetamido)-4-methylbenzamide), C1(=CC=CC=C1)S(=O)(=O)OC=C(C#N)C1=CC=C(C=C1)Cl (2-(4-chlorophenyl)-2-cyanovinyl benzenesulfonate), C[O-].[Na+] (NaOMe). Solvent: CO (MeOH), CO (MeOH). Reaction conditions: time 15 minute. Yields the product NC1=C(SC=C1C1=CC=C(C=C1)Cl)C(=O)NC1=C(C=CC(=C1)C(NC1CC1)=O)C (3-Amino-4-(4-chlorophenyl)-N-(5-(cyclopropylcarbamoyl)-2-methylphenyl)thiophene-2-carboxamide). RXN SMILES: C[O-].[Na+].[CH:4]1([NH:7][C:8](=[O:21])[C:9]2[CH:14]=[CH:13][C:12]([CH3:15])=[C:11]([NH:16][C:17](=[O:20])[CH2:18][SH:19])[CH:10]=2)[CH2:6][CH2:5]1.C1(S(O[CH:32]=[C:33]([C:36]2[CH:41]=[CH:40][C:39]([Cl:42])=[CH:38][CH:37]=2)[C:34]#[N:35])(=O)=O)C=CC=CC=1>CO>[NH2:35][C:34]1[C:33]([C:36]2[CH:37]=[CH:38][C:39]([Cl:42])=[CH:40][CH:41]=2)=[CH:32][S:19][C:18]=1[C:17]([NH:16][C:11]1[CH:10]=[C:9]([C:8](=[O:21])[NH:7][CH:4]2[CH2:6][CH2:5]2)[CH:14]=[CH:13][C:12]=1[CH3:15])=[O:20] |f:0.1|. Procedure: To MeOH (4 mL) at rt was added a 25% (w/w) solution of NaOMe in MeOH followed by addition of N-cyclopropyl-3-(2-mercaptoacetamido)-4-methylbenzamide a (200 mg, 10.8 mmol). After stirring at rt for 15 min, 200 mg (10.6 mmol) of 2-(4-chlorophenyl)-2-cyanovinyl benzenesulfonate (prepared as described in J. Med. Chem., 6(47): 1448 (2004)) was added and the resulting solution was warmed to 60° C. for 2 h then allowed to cool to rt and stir for an additional 15 h. The mixture was concentrated under va... Reactants: ClC=1C=C(C=CC1Cl)CN1N=NC(=C1)C(=O)OCC (ethyl 1-[(3,4-dichlorophenyl)methyl]-1H-1,2,3-triazole-4-carboxylate), ClC=1C=C(C=CC1Cl)CN1N=NC(=C1)C(=O)OCC (ethyl 1-[(3,4-dichlorophenyl)methyl]-1H-1,2,3-triazole-4-carboxylate), [OH-].[Na+] (NaOH). The solvent is C(C)O (ethanol). Product: ClC=1C=C(C=CC1Cl)CN1N=NC(=C1)C(=O)O (1-[(3,4-Dichlorophenyl)methyl]-1H-1,2,3-triazole-4-carboxylic acid). Yield: 91.9%. RXN SMILES: [Cl:1][C:2]1[CH:3]=[C:4]([CH2:9][N:10]2[CH:14]=[C:13]([C:15]([O:17]CC)=[O:16])[N:12]=[N:11]2)[CH:5]=[CH:6][C:7]=1[Cl:8].[OH-].[Na+]>C(O)C>[Cl:1][C:2]1[CH:3]=[C:4]([CH2:9][N:10]2[CH:14]=[C:13]([C:15]([OH:17])=[O:16])[N:12]=[N:11]2)[CH:5]=[CH:6][C:7]=1[Cl:8] |f:1.2|. Reported procedure: A solution of ethyl 1-[(3,4-dichlorophenyl)methyl]-1H-1,2,3-triazole-4-carboxylate (Intermediate 10) (1.5 g, 5 mmol) and a 1N NaOH solution (7.5 mL, 1.5 eq) in ethanol (50 mL) was stirred at reflux for 48 hours. The solvent was evaporated and the residue was acidified with a 1N HCl solution (15 mL). The precipitate formed was filtered, washed with water and dried to give the title compound as a white solid (1.25 g, 92%). LC/MS: m/z 272 (M+H)+. Rt: 2.05 min. Starting materials: [H-].[Na+] (sodium hydride), C(C)(C)(C)OC(=O)NC1=C(C=CC(=C1)OC)[N+](=O)[O-] (N-t-butoxycarbonyl-5-methoxy-2-nitroaniline), CI (methyl iodide). Solvent: CN(C=O)C (dimethylformamide), CN(C=O)C (dimethylformamide). Reaction conditions: time 30 minute. The product is C(C)(C)(C)OC(=O)N(C1=C(C=CC(=C1)OC)[N+](=O)[O-])C (N-t-Butoxycarbonyl-N-methyl-5-methoxy-2-nitroaniline). Reaction SMILES: [C:1]([O:5][C:6]([NH:8][C:9]1[CH:14]=[C:13]([O:15][CH3:16])[CH:12]=[CH:11][C:10]=1[N+:17]([O-:19])=[O:18])=[O:7])([CH3:4])([CH3:3])[CH3:2].[H-].[Na+].[CH3:22]I>CN(C)C=O>[C:1]([O:5][C:6]([N:8]([CH3:22])[C:9]1[CH:14]=[C:13]([O:15][CH3:16])[CH:12]=[CH:11][C:10]=1[N+:17]([O-:19])=[O:18])=[O:7])([CH3:4])([CH3:2])[CH3:3] |f:1.2|. Procedure details: A solution of 49.6 g of N-t-butoxycarbonyl-5-methoxy-2-nitroaniline [prepared as described in step (b) above] in 300 ml of dehydrated dimethylformamide was added, whilst ice-cooling, to a suspension of 12.0 g of sodium hydride (as a 55% w/w dispersion in mineral oil) in 300 ml of dehydrated dimethylformamide, and the resulting mixture was stirred at room temperature for 30 minutes, after which 17.2 ml of methyl iodide were added at room temperature. The reaction mixture was stirred for 1 hour, a...